Task: describe an organic reaction: reactants, conditions, products, and yield. Dataset: the Open Reaction Database (ORD), a public repository of structured organic reaction records Starting materials: O=C=Nc1ccccc1Cl, N#Cc1cnc2c(C(F)(F)F)cccc2c1-c1cccc(N)c1. Product: N#Cc1cnc2c(C(F)(F)F)cccc2c1-c1cccc(NC(=O)Nc2ccccc2Cl)c1. As a reaction SMILES: [Cl:24][c:25]1[c:26]([N:31]=[C:32]=[O:33])[cH:27][cH:28][cH:29][cH:30]1.[NH2:1][c:2]1[cH:3][c:4](-[c:8]2[c:9]([C:22]#[N:23])[cH:10][n:11][c:12]3[c:13]([C:18]([F:19])([F:20])[F:21])[cH:14][cH:15][cH:16][c:17]23)[cH:5][cH:6][cH:7]1>>[NH:1]([c:2]1[cH:3][c:4](-[c:8]2[c:9]([C:22]#[N:23])[cH:10][n:11][c:12]3[c:13]([C:18]([F:19])([F:20])[F:21])[cH:14][cH:15][cH:16][c:17]23)[cH:5][cH:6][cH:7]1)[C:32]([NH:31][c:26]1[c:25]([Cl:24])[cH:30][cH:29][cH:28][cH:27]1)=[O:33]. Reactants: NC1=C(C(=NN1C(CCC)CCCCCC)CCC)C(=O)N (5-amino-3-propyl-1-(4-decyl)-1H-pyrazole-4-carboxamide), CN1CCN(CC1)S(=O)(=O)C(C(=O)OC)C1=CC=CC=C1 (methyl 4-N-methylpiperazinosulphonylphenylacetate), CC(C)([O-])C.[K+] (potassium tert-butoxide), C(O)([O-])=O.[Na+] (sodium hydrogen carbonate). The solvent is ClCCl (dichloromethane). Product: CN1CCN(CC1)S(=O)(=O)C(C1=CC=CC=C1)C=1NC(C2=C(N1)N(N=C2CCC)C(CCC)CCCCCC)=O (6-(4-N-methylpiperazinosulphonyl-benzyl)-1-(4-decyl)-3-propyl-1,5-dihydro-pyrazolo-[3,4-d]pyrimidin-4-one). Yield: 36.9%. RXN SMILES: [NH2:1][C:2]1[N:6]([CH:7]([CH2:11][CH2:12][CH2:13][CH2:14][CH2:15][CH3:16])[CH2:8][CH2:9][CH3:10])[N:5]=[C:4]([CH2:17][CH2:18][CH3:19])[C:3]=1[C:20]([NH2:22])=[O:21].[CH3:23][N:24]1[CH2:29][CH2:28][N:27]([S:30]([CH:33]([C:38]2[CH:43]=[CH:42][CH:41]=[CH:40][CH:39]=2)[C:34](OC)=O)(=[O:32])=[O:31])[CH2:26][CH2:25]1.CC(C)([O-])C.[K+].C(=O)([O-])O.[Na+]>ClCCl>[CH3:23][N:24]1[CH2:25][CH2:26][N:27]([S:30]([CH:33]([C:34]2[NH:22][C:20](=[O:21])[C:3]3[C:4]([CH2:17][CH2:18][CH3:19])=[N:5][N:6]([CH:7]([CH2:11][CH2:12][CH2:13][CH2:14][CH2:15][CH3:16])[CH2:8][CH2:9][CH3:10])[C:2]=3[N:1]=2)[C:38]2[CH:43]=[CH:42][CH:41]=[CH:40][CH:39]=2)(=[O:32])=[O:31])[CH2:28][CH2:29]1 |f:2.3,4.5|. Procedure details: 6 mg (0.019 mmol) of 5-amino-3-propyl-1-(4-decyl)-1H-pyrazole-4-carboxamide and 20 mg (0.064 mmol) of methyl 4-N-methylpiperazinosulphonylphenylacetate are refluxed for 6 hours in 0.3 ml of a 0.5M ethanolic potassium tert-butoxide solution. After dichloromethane and saturated aqueous sodium hydrogen carbonate have been added, the phases are separated. Purification by chromatography gives 4 mg (36%) of a solid, Rf=0.16 (dichloromethane/methanol=15:1). Reactants: COC(=O)c1ncc(-c2cccc(C(F)(F)F)c2)cc1C, Cc1cc(-c2ccc(Cl)c(Cl)c2)cnc1C(=O)N1CCC(N2CCCC2)CC1, OB(O)c1cccc(C(F)(F)F)c1F, [Na+], [Na+], O=C([O-])[O-], C1COCCO1, O. Reaction SMILES: [CH3:1][O:2][C:3]([c:4]1[c:5]([CH3:6])[cH:7][c:8](-[c:9]2[cH:10][cH:11][cH:12][c:13]([C:14]([F:15])([F:16])[F:17])[cH:18]2)[cH:19][n:20]1)=[O:21].[Cl:22][c:23]1[cH:24][c:25](-[c:30]2[cH:31][c:32]([CH3:49])[c:33]([C:36](=[O:37])[N:38]3[CH2:39][CH2:40][CH:41]([N:44]4[CH2:45][CH2:46][CH2:47][CH2:48]4)[CH2:42][CH2:43]3)[n:34][cH:35]2)[cH:26][cH:27][c:28]1[Cl:29].[F:50][c:51]1[c:52]([B:61]([OH:62])[OH:63])[cH:53][cH:54][cH:55][c:56]1[C:57]([F:58])([F:59])[F:60].[Na+:64].[Na+:65].[O-:66][C:67](=[O:68])[O-:69].[O:71]1[CH2:72][CH2:73][O:74][CH2:75][CH2:76]1.[OH2:70]>>[c:30]1(-[c:52]2[c:51]([F:50])[c:56]([C:57]([F:58])([F:59])[F:60])[cH:55][cH:54][cH:53]2)[cH:31][c:32]([CH3:49])[c:33]([C:36](=[O:37])[N:38]2[CH2:39][CH2:40][CH:41]([N:44]3[CH2:45][CH2:46][CH2:47][CH2:48]3)[CH2:42][CH2:43]2)[n:34][cH:35]1. Product: Cc1cc(-c2cccc(C(F)(F)F)c2F)cnc1C(=O)N1CCC(N2CCCC2)CC1. Reactants: CC(C)(C)OC(=O)Nc1cc(N2CCOCC2)c(C(F)(F)F)cc1NC(=O)CC(=O)c1cccc(-c2cccnc2)c1, ClCCl, O=C(O)C(F)(F)F. Product: O=C1CC(c2cccc(-c3cccnc3)c2)=Nc2cc(N3CCOCC3)c(C(F)(F)F)cc2N1. RXN SMILES: [C:1]([O:2][C:3](=[O:4])[NH:7][c:8]1[c:9]([NH:24][C:25]([CH2:26][C:27](=[O:5])[c:28]2[cH:29][c:30](-[c:34]3[cH:35][n:36][cH:37][cH:38][cH:39]3)[cH:31][cH:32][cH:33]2)=[O:41])[cH:10][c:11]([C:20]([F:21])([F:22])[F:23])[c:12]([N:14]2[CH2:15][CH2:16][O:17][CH2:18][CH2:19]2)[cH:13]1)([CH3:6])([CH3:40])[CH3:42].[Cl:50][CH2:51][Cl:52].[F:43][C:44]([F:45])([F:46])[C:47]([OH:48])=[O:49]>>[N:7]1=[C:27]([c:28]2[cH:29][c:30](-[c:34]3[cH:35][n:36][cH:37][cH:38][cH:39]3)[cH:31][cH:32][cH:33]2)[CH2:26][C:25](=[O:41])[NH:24][c:9]2[c:8]1[cH:13][c:12]([N:14]1[CH2:15][CH2:16][O:17][CH2:18][CH2:19]1)[c:11]([C:20]([F:21])([F:22])[F:23])[cH:10]2. Starting materials: C(C)C1=C2C(=C(S1)C(=O)O)CCC(C2)(C)C (3-ethyl-5,5-dimethyl-4,5,6,7-tetrahydro-benzo[c]thiophene-1-carboxylic acid), C[Li] (methyllithium), C[Li] (methyllithium), C[Li] (methyllithium). The solvent is C(C)OCC (diethyl ether). Run at time 15 minute. The product is C(C)C1=C2C(=C(S1)C(C)=O)CCC(C2)(C)C (1-(3-ethyl-5,5-dimethyl-4,5,6,7-tetrahydro-benzo[c]thiophen-1-yl)-ethanone). Reaction SMILES: [CH2:1]([C:3]1[S:7][C:6]([C:8]([OH:10])=O)=[C:5]2[CH2:11][CH2:12][C:13]([CH3:16])([CH3:15])[CH2:14][C:4]=12)[CH3:2].[CH3:17][Li]>C(OCC)C>[CH2:1]([C:3]1[S:7][C:6]([C:8](=[O:10])[CH3:17])=[C:5]2[CH2:11][CH2:12][C:13]([CH3:16])([CH3:15])[CH2:14][C:4]=12)[CH3:2]. Reported procedure: To a solution of 3-ethyl-5,5-dimethyl-4,5,6,7-tetrahydro-benzo[c]thiophene-1-carboxylic acid (2.10 g, 8.81 mmol) in diethyl ether (100 mL), a solution of methyllithium (11 mL, 1.6 M solution in diethyl ether) is added at rt. The pale yellow solution is stirred at rt for 15 min before another portion of methyllithium (2 mL) is added. Stirring is continued for 15 min, a further portion of methyllithium (1 mL) is added, and the mixture is again stirred for 15 min at rt. The reaction is quenched wit...